Dataset: the Open Reaction Database (ORD), a public repository of structured organic reaction records. Task: describe an organic reaction: reactants, conditions, products, and yield Starting materials: CS(=O)(=O)OCCc1cccc2cc[nH]c12, CCO, CCOC(C)=O, NCCO. Reaction SMILES: [CH3:1][S:2]([O:3][CH2:6][CH2:7][c:8]1[cH:9][cH:10][cH:11][c:12]2[cH:13][cH:14][nH:15][c:16]12)(=[O:4])=[O:5].[CH3:21][CH2:22][OH:23].[CH3:24][CH2:25][O:26][C:27](=[O:28])[CH3:29].[NH2:17][CH2:18][CH2:19][OH:20]>>[CH2:6]([CH2:7][c:8]1[cH:9][cH:10][cH:11][c:12]2[cH:13][cH:14][nH:15][c:16]12)[NH:17][CH2:18][CH2:19][OH:20]. Product: OCCNCCc1cccc2cc[nH]c12. Starting materials: C([O-])([O-])=O.[Na+].[Na+] (sodium carbonate), C1(CCCCC1)P(C1=C(C=CC=C1)C1=CC=CC=C1)C1CCCCC1 (2-(Dicyclohexylphosphino)biphenyl), Cl.N1CCC(CC1)CCC1CCN(CC1)C(=O)OC(C)(C)C (tert-butyl 4-(2-piperidin-4-ylethyl)piperidine-1-carboxylate hydrochloride), ClC1=NC(=CC=C1)C (2-chloro-6-methylpyridine), CC(C)([O-])C.[Na+] (sodium tert-butoxide). The reagents and catalysts are C1(=CC=CC=C1)\C=C\C(\C=C\C1=CC=CC=C1)=O.[Pd] ((1E,4E)-1,5-diphenyl-1,4-pentadien-3-one palladium). The solvent is C1(=CC=CC=C1)C (toluene). Run at temperature 120 celsius, time 1 hour. The product is CC1=CC=CC(=N1)N1CCC(CC1)CCC1CCN(CC1)C(=O)OC(C)(C)C (tert-butyl 4-{2-[1-(6-methylpyridin-2-yl)piperidin-4-yl]ethyl}piperidine-1-carboxylate). The yield is 50.4%. RXN SMILES: C1(P(C2CCCCC2)C2C=CC=CC=2C2C=CC=CC=2)CCCCC1.Cl.[NH:27]1[CH2:32][CH2:31][CH:30]([CH2:33][CH2:34][CH:35]2[CH2:40][CH2:39][N:38]([C:41]([O:43][C:44]([CH3:47])([CH3:46])[CH3:45])=[O:42])[CH2:37][CH2:36]2)[CH2:29][CH2:28]1.Cl[C:49]1[CH:54]=[CH:53][CH:52]=[C:51]([CH3:55])[N:50]=1.CC(C)([O-])C.[Na+].C(=O)([O-])[O-].[Na+].[Na+]>C1(/C=C/C(=O)/C=C/C2C=CC=CC=2)C=CC=CC=1.[Pd].C1(C)C=CC=CC=1>[CH3:55][C:51]1[N:50]=[C:49]([N:27]2[CH2:28][CH2:29][CH:30]([CH2:33][CH2:34][CH:35]3[CH2:36][CH2:37][N:38]([C:41]([O:43][C:44]([CH3:47])([CH3:46])[CH3:45])=[O:42])[CH2:39][CH2:40]3)[CH2:31][CH2:32]2)[CH:54]=[CH:53][CH:52]=1 |f:1.2,4.5,6.7.8,9.10|. Procedure: 2-(Dicyclohexylphosphino)biphenyl (71 mg) and (1E,4E)-1,5-diphenyl-1,4-pentadien-3-one-palladium (93 mg) were added to a toluene (10 ml) suspension of tert-butyl 4-(2-piperidin-4-ylethyl)piperidine-1-carboxylate hydrochloride (1.13 g), 2-chloro-6-methylpyridine (431 mg) and sodium tert-butoxide (487 mg), followed by stirring at 120° C. for 1 hour. The reaction liquid was left cooled, then an aqueous saturated sodium carbonate solution was added thereto, followed by extraction with EtOAc. The org... Starting materials: [H-].[Na+] (sodium hydride), FC=1C=C(C=CC1)C1=CCNC=2N1N=CC2C(=O)N (7-(3-Fluorophenyl)-4,5 dihydropyrazolo(1,5 -a)-pyrimidine-3-carboxamide), C(=S)(N1C=NC=C1)N1C=NC=C1 (1,1'-thiocarbonyldiimidazole). The solvent is O1CCCC1 (tetrahydrofuran). Conditions: temperature -78 celsius, time 2 hour. The product is FC=1C=C(C=CC1)C1=CCN2C(NC(C=3C=NN1C32)=O)=S (8-(3-Fluorophenyl)-4,5-dihydro-5-thioxo-3H,6H-1,4,5a,8a-tetraazaacenaphthylen-3-one). The yield is 81.0%. As a reaction SMILES: [F:1][C:2]1[CH:3]=[C:4]([C:8]2[N:13]3[N:14]=[CH:15][C:16]([C:17]([NH2:19])=[O:18])=[C:12]3[NH:11][CH2:10][CH:9]=2)[CH:5]=[CH:6][CH:7]=1.[H-].[Na+].[C:22](N1C=CN=C1)(N1C=CN=C1)=[S:23]>O1CCCC1>[F:1][C:2]1[CH:3]=[C:4]([C:8]2[N:13]3[C:12]4[N:11]([C:22](=[S:23])[NH:19][C:17](=[O:18])[C:16]=4[CH:15]=[N:14]3)[CH2:10][CH:9]=2)[CH:5]=[CH:6][CH:7]=1 |f:1.2|. Procedure: A mixture of 63.0 g of 7-(3-fluorophenyl)-4,5-dihydropyrazolo(1,5-a)pyrimidine-3-carboxamide (Example 11) and 2.5 liters of dry tetrahydrofuran is stirred and cooled to -78° C. in a dry ice-acetone bath, then 18.0 g of sodium hydride (60 percent dispersion in mineral oil) is added in one portion This mixture is stirred at -78° C. for 1.5 hours then 40.0 g of 1,1'-thiocarbonyldiimidazole is added and stirring is continued at -78° C. for 2 hours. The mixture is allowed to warm to room temperature ... Starting materials: ester, C1(=CC=CC=C1)CCC(C)O (4-Phenyl-2-butanol), C1(=CC=CC=C1)CCC(C)O (4-Phenyl-2-butanol), C([O-])([O-])=O.[K+].[K+] (potassium carbonate). The solvent is CO (methanol). Run at time 8 hour. Yields the product C1(=CC=CC=C1)C(C)O (1-Phenylethanol), C1(=CC=CC=C1)CC(C)O (1-Phenyl-2-propanol). Reaction SMILES: C(=O)([O-])[O-:2].[K+].[K+].[C:7]1([CH2:13][CH2:14][CH:15](O)C)[CH:12]=[CH:11][CH:10]=[CH:9][CH:8]=1>CO>[C:7]1([CH:13]([OH:2])[CH3:14])[CH:12]=[CH:11][CH:10]=[CH:9][CH:8]=1.[C:7]1([CH2:13][CH:14]([OH:2])[CH3:15])[CH:12]=[CH:11][CH:10]=[CH:9][CH:8]=1 |f:0.1.2|. Procedure details: This half-ester R-3c (250 mg; 1.0 mmol) was dissolved in methanol (2 mL) and treated with potassium carbonate (276 mg; 2.0 mmol; 2 equiv.) and stirred overnight to completely consume 3c (tlc analysis). The reaction mixture was diluted with water (25 mL) and extracted with ether (3×10 mL). The combined extracts were dried (MgSO4) and concentrated to afford 118 mg (79%) of R-1c. All achiral properties of 1c are as reported above. The absolute configuration of 1c was not exhaustively proven, but wa... The product is NCC(=O)NCC1CC(O)CN1C(=O)OCc1ccc([N+](=O)[O-])cc1. Reaction SMILES: [C:1]([O:2][C:3](=[O:4])[NH:8][CH2:9][C:10](=[O:11])[NH:12][CH2:13][CH:14]1[N:15]([C:20](=[O:21])[O:22][CH2:23][c:24]2[cH:25][cH:26][c:27]([N+:30](=[O:31])[O-:32])[cH:28][cH:29]2)[CH2:16][CH:17]([OH:19])[CH2:18]1)([CH3:5])([CH3:6])[CH3:7].[CH3:33][O:34][c:35]1[cH:36][cH:37][cH:38][cH:39][cH:40]1.[OH:41][C:42]([C:43]([F:44])([F:45])[F:46])=[O:47]>>[NH2:8][CH2:9][C:10](=[O:11])[NH:12][CH2:13][CH:14]1[N:15]([C:20](=[O:21])[O:22][CH2:23][c:24]2[cH:25][cH:26][c:27]([N+:30](=[O:31])[O-:32])[cH:28][cH:29]2)[CH2:16][CH:17]([OH:19])[CH2:18]1. The reactants are CC(C)(C)OC(=O)NCC(=O)NCC1CC(O)CN1C(=O)OCc1ccc([N+](=O)[O-])cc1, COc1ccccc1, O=C(O)C(F)(F)F.